This data is from the Open Reaction Database (ORD), a public repository of structured organic reaction records. The task is: describe an organic reaction: reactants, conditions, products, and yield The reactants are [BH4-], CC1(C)C(=O)C=CC1=O, CO, CCCCCC, CCOCC, [Ce+3], [Cl-], [Cl-], [Cl-], [Cl-], [NH4+], [Na+], O, O, O, O, O, O, O. The product is CC1(C)C(=O)C=CC1O. As a reaction SMILES: [BH4-:21].[CH3:12][C:13]1([CH3:20])[C:14](=[O:19])[CH:15]=[CH:16][C:17]1=[O:18].[CH3:25][OH:26].[CH3:27][CH2:28][CH2:29][CH2:30][CH2:31][CH3:32].[CH3:33][CH2:34][O:35][CH2:36][CH3:37].[Ce+3:9].[Cl-:10].[Cl-:11].[Cl-:23].[Cl-:8].[NH4+:24].[Na+:22].[OH2:1].[OH2:2].[OH2:3].[OH2:4].[OH2:5].[OH2:6].[OH2:7]>>[CH3:12][C:13]1([CH3:20])[CH:14]([OH:19])[CH:15]=[CH:16][C:17]1=[O:18]. The reactants are OBO, CC(C)Cn1cnc2cnc3cccc(Br)c3c21, c1ccccc1. The product is CC(C)Cn1cnc2cnc3cccc(-c4ccccc4)c3c21. RXN SMILES: [BH:19]([OH:20])[OH:21].[Br:1][c:2]1[c:3]2[c:4]3[c:5]([cH:6][n:7][c:8]2[cH:9][cH:10][cH:11]1)[n:12][cH:13][n:14]3[CH2:15][CH:16]([CH3:17])[CH3:18].[cH:22]1[cH:23][cH:24][cH:25][cH:26][cH:27]1>>[c:2]1(-[c:22]2[cH:23][cH:24][cH:25][cH:26][cH:27]2)[c:3]2[c:4]3[c:5]([cH:6][n:7][c:8]2[cH:9][cH:10][cH:11]1)[n:12][cH:13][n:14]3[CH2:15][CH:16]([CH3:17])[CH3:18].